From a dataset of the Open Reaction Database (ORD), a public repository of structured organic reaction records. describe an organic reaction: reactants, conditions, products, and yield Reactants: CCOC(=O)c1cc(O)c2[nH]nc(CC)c2c1, CCOC(C)=O, [H-], CI, [Na+], CN(C)C=O. Yields the product CCOC(=O)c1cc(OC)c2[nH]nc(CC)c2c1. As a reaction SMILES: [CH2:1]([CH3:2])[c:3]1[n:4][nH:5][c:6]2[c:7]([OH:17])[cH:8][c:9]([C:12](=[O:13])[O:14][CH2:15][CH3:16])[cH:10][c:11]12.[CH3:27][CH2:28][O:29][C:30]([CH3:31])=[O:32].[H-:19].[I:20][CH3:21].[Na+:18].[O:22]=[CH:23][N:24]([CH3:25])[CH3:26]>>[CH2:1]([CH3:2])[c:3]1[n:4][nH:5][c:6]2[c:7]([O:17][CH3:21])[cH:8][c:9]([C:12](=[O:13])[O:14][CH2:15][CH3:16])[cH:10][c:11]12. Reactants: O=[N+]([O-])c1ccc(F)c(F)c1, [NH4+], [OH-], O. RXN SMILES: [F:1][c:2]1[cH:3][c:4]([N+:9](=[O:10])[O-:11])[cH:5][cH:6][c:7]1[F:8].[NH4+:12].[OH-:13].[OH2:14]>>[F:1][c:2]1[cH:3][c:4]([N+:9](=[O:10])[O-:11])[cH:5][cH:6][c:7]1[NH2:12]. Yields the product Nc1ccc([N+](=O)[O-])cc1F. The reactants are S(O)(O)(=O)=O (sulphuric acid), F[C@H](C(=O)O)CCCCCC ((S)-2-fluorooctanoic acid), C(C)O (ethanol). Yields the product F[C@H](C(=O)OCC)CCCCCC (ethyl (S)-(-)-2-fluorooctanoate). Isolated yield 87.0%. RXN SMILES: S(=O)(=O)(O)O.[F:6][C@@H:7]([CH2:11][CH2:12][CH2:13][CH2:14][CH2:15][CH3:16])[C:8]([OH:10])=[O:9].[CH2:17](O)[CH3:18]>>[F:6][C@@H:7]([CH2:11][CH2:12][CH2:13][CH2:14][CH2:15][CH3:16])[C:8]([O:10][CH2:17][CH3:18])=[O:9]. Procedure: Partial Resolution of of Ethyl 2-fluorooctanoate by Enzyme Catalysed Hydrolysis.-Ethyl 2-fluorooctanoate 65 (71.6 g, 0.377 mol) was added to 0.063M phosphate buffer (pH 7.0) (280 ml) and deionised water (280 ml) in a beaker fitted with a pH electrode, magnetic stirrer bar and a cooling bath. Pseudomonas lipase (Amano PS) (22 mg) was added and the mixture was stirred at ca 5° C. The pH was maintained at ca. 7 by adding 1.0M sodium hydroxide solution via a syringe pump. Hydrolysis continued until ... The yield is 96.0%. RXN SMILES: [Cl:1][C:2]1[C:7]2[C:8](=[O:25])[N:9]3[CH2:24][CH2:23][C@H:10]3[C:11]3[N:12]([CH:13]=[N:14][C:15]=3[C:16]3[N:20]=[C:19](CCl)[O:18][N:17]=3)[C:6]=2[CH:5]=[CH:4][CH:3]=1.[CH2:26]([NH:28][CH2:29][CH3:30])[CH3:27].[CH3:31]N(C)C=O>>[Cl:1][C:2]1[C:7]2[C:8](=[O:25])[N:9]3[CH2:24][CH2:23][C@H:10]3[C:11]3[N:12]([CH:13]=[N:14][C:15]=3[CH:16]3[N:20]=[C:19]([N:28]([CH2:29][CH3:30])[CH2:26][CH3:27])[O:18][N:17]3[CH3:31])[C:6]=2[CH:5]=[CH:4][CH:3]=1. Procedure: 3.76 g (10 mmol) of (S)-8-chloro-1-(5-chloromethyl-1,2,4-oxadiazol-3-yl)-12,12a-dihydro-9H,11H-azeto[2,1-c]imidazo[1,5-a][1,4]benzodiazepin-9-one were stirred at room temperature overnight with 2.19 g (30 mmol) of diethylamine and 30 ml of N,N-dimethylformamide. By evaporation of the reaction mixture and chromatography of the residue on silica gel while eluting with methylene chloride/methanol 19/1 there were obtained 4.5 g (96%) of (S)-8-chloro-1-(5-diethylamino-methyl-1,2,4-oxadiazol-3-yl)-12,... Yields the product ClC1=CC=CC2=C1C(N1[C@H](C=3N2C=NC3C3N(OC(=N3)N(CC)CC)C)CC1)=O ((S)-8-chloro-1-(5-diethylamino-methyl-1,2,4-oxadiazol-3-yl)-12,12a-dihydro-9H,11H-azeto[2,1-c]-imidazo[1,5-a][1,4]benzodiazepin-9-one). The reactants are ClC1=CC=CC2=C1C(N1[C@H](C=3N2C=NC3C3=NOC(=N3)CCl)CC1)=O ((S)-8-chloro-1-(5-chloromethyl-1,2,4-oxadiazol-3-yl)-12,12a-dihydro-9H,11H-azeto[2,1-c]imidazo[1,5-a][1,4]benzodiazepin-9-one), C(C)NCC (diethylamine), CN(C=O)C (N,N-dimethylformamide). Reactants: C(C)(C)(C)C1=CC=C(CNCC(O)C2=CC(=C(C=C2)Cl)Cl)C=C1 ([rac]-(4-tert-butyl-benzyl)-[2-(3,4-dichloro-phenyl)-2-hydroxy-ethyl]-amine), N1C=CC2=CC=CC(=C12)C(=O)O (1H-indole-7-carboxylic acid), CN(C)C(=[N+](C)C)ON1C2=C(C=CC=C2)N=N1.[B-](F)(F)(F)F (TBTU), C(C)(C)N(C(C)C)CC (N,N-diisopropylethyl amine). The solvent is CN(C)C=O (DMF), O (water). Run at time 5 minute. The product is C(C)(C)(C)C1=CC=C(CN(C(=O)C=2C=CC=C3C=CNC23)CC(O)C2=CC(=C(C=C2)Cl)Cl)C=C1 ([rac]-1H-Indole-7-carboxylic acid (4-tert-butyl-benzyl)-[2-(3,4-dichloro-phenyl)-2-hydroxy-ethyl]-amide). The yield is 62.4%. As a reaction SMILES: [NH:1]1[C:9]2[C:4](=[CH:5][CH:6]=[CH:7][C:8]=2[C:10]([OH:12])=O)[CH:3]=[CH:2]1.CN(C(ON1N=NC2C=CC=CC1=2)=[N+](C)C)C.[B-](F)(F)(F)F.C(N(CC)C(C)C)(C)C.[C:44]([C:48]1[CH:66]=[CH:65][C:51]([CH2:52][NH:53][CH2:54][CH:55]([C:57]2[CH:62]=[CH:61][C:60]([Cl:63])=[C:59]([Cl:64])[CH:58]=2)[OH:56])=[CH:50][CH:49]=1)([CH3:47])([CH3:46])[CH3:45]>CN(C=O)C.O>[C:44]([C:48]1[CH:66]=[CH:65][C:51]([CH2:52][N:53]([CH2:54][CH:55]([C:57]2[CH:62]=[CH:61][C:60]([Cl:63])=[C:59]([Cl:64])[CH:58]=2)[OH:56])[C:10]([C:8]2[CH:7]=[CH:6][CH:5]=[C:4]3[C:9]=2[NH:1][CH:2]=[CH:3]3)=[O:12])=[CH:50][CH:49]=1)([CH3:47])([CH3:45])[CH3:46] |f:1.2|. Procedure: To a solution of 36 mg (0.22 mmol) of 1H-indole-7-carboxylic acid and 72 mg of TBTU (0.22 mmol) in 3 ml DMF, were added 0.19 ml (1.12 mmol) of N,N-diisopropylethyl amine. After stirring for 5 min at rt, 79 mg (0.22 mmol) of [rac]-(4-tert-butyl-benzyl)-[2-(3,4-dichloro-phenyl)-2-hydroxy-ethyl]-amine was added. After stirring for 17 h at rt, the reaction mixture was diluted with 30 ml water and extracted with EtOAc (2×). The combined organic phases were washed with water and brine, dried with magn... Starting materials: Brc1c[nH]cn1, Fc1cc(-c2cc(C(F)(F)F)nc(Cl)n2)ccc1C(F)(F)F. Product: Fc1cc(-c2cc(C(F)(F)F)nc(-n3cnc(Br)c3)n2)ccc1C(F)(F)F. RXN SMILES: [Br:23][c:24]1[n:25][cH:26][nH:27][cH:28]1.[Cl:1][c:2]1[n:3][c:4]([C:19]([F:20])([F:21])[F:22])[cH:5][c:6](-[c:8]2[cH:9][c:10]([F:18])[c:11]([C:14]([F:15])([F:16])[F:17])[cH:12][cH:13]2)[n:7]1>>[c:2]1(-[n:27]2[cH:26][n:25][c:24]([Br:23])[cH:28]2)[n:3][c:4]([C:19]([F:20])([F:21])[F:22])[cH:5][c:6](-[c:8]2[cH:9][c:10]([F:18])[c:11]([C:14]([F:15])([F:16])[F:17])[cH:12][cH:13]2)[n:7]1. Starting materials: Brc1ccccn1, C1CCOC1, OB(O)c1ccccc1F, [Na+], [Na+], O=C([O-])[O-]. Product: Fc1ccccc1-c1ccccn1. As a reaction SMILES: [Br:1][c:2]1[cH:3][cH:4][cH:5][cH:6][n:7]1.[CH2:24]1[O:25][CH2:26][CH2:27][CH2:28]1.[F:8][c:9]1[c:10]([B:15]([OH:16])[OH:17])[cH:11][cH:12][cH:13][cH:14]1.[Na+:18].[Na+:19].[O-:20][C:21](=[O:22])[O-:23]>>[c:2]1(-[c:10]2[c:9]([F:8])[cH:14][cH:13][cH:12][cH:11]2)[cH:3][cH:4][cH:5][cH:6][n:7]1. The reactants are CS(C)=O, CC(C)(C)OC(=O)N1CCC(OS(C)(=O)=O)C1, N#C[K], O. Yields the product CC(C)(C)OC(=O)N1CCC(C#N)C1. RXN SMILES: [CH3:22][S:23]([CH3:24])=[O:25].[CH3:4][S:5]([O:6][CH:9]1[CH2:10][N:11]([C:14](=[O:15])[O:16][C:17]([CH3:18])([CH3:19])[CH3:20])[CH2:12][CH2:13]1)(=[O:7])=[O:8].[K:1][C:2]#[N:3].[OH2:21]>>[C:2](#[N:3])[CH:9]1[CH2:10][N:11]([C:14](=[O:15])[O:16][C:17]([CH3:18])([CH3:19])[CH3:20])[CH2:12][CH2:13]1.